This data is from the Open Reaction Database (ORD), a public repository of structured organic reaction records. The task is: describe an organic reaction: reactants, conditions, products, and yield Starting materials: Cl (Hydrochloric acid), solution, CC(C(=O)N[C@H]1CNC2=C(N(C1=O)C)C=CC=C2)C(=O)NCC(C(F)(F)F)(F)F (2-methyl-N-((3S)-1-methyl-2-oxo-2,3,4,5-tetrahydro-1H-benzo[b][1,4]diazepin-3-yl)-N′-(2,2,3,3,3-pentafluoro-propyl)-malonamide), ClCCl (dichloromethane), C(C1=CC=CC=C1)(=O)Cl (benzoylchloride). Solvent: C(C)N(CC)CC (triethylamine). Run at time 20 minute. Yields the product C(C1=CC=CC=C1)(=O)N1C2=C(N(C([C@H](C1)NC(C(C(=O)NCC(C(F)(F)F)(F)F)C)=O)=O)C)C=CC=C2 (N-((3S)-5-Benzoyl-1-methyl-2-oxo-2,3,4,5-tetrahydro-1H-benzo[b][1,4]diazepin-3-yl)-2-methyl-N′-(2,2,3,3,3-pentafluoro-propyl)-malonamide). Yield: 60.6%. Reaction SMILES: [CH3:1][CH:2]([C:19]([NH:21][CH2:22][C:23]([F:29])([F:28])[C:24]([F:27])([F:26])[F:25])=[O:20])[C:3]([NH:5][C@@H:6]1[C:12](=[O:13])[N:11]([CH3:14])[C:10]2[CH:15]=[CH:16][CH:17]=[CH:18][C:9]=2[NH:8][CH2:7]1)=[O:4].ClCCl.[C:33](Cl)(=[O:40])[C:34]1[CH:39]=[CH:38][CH:37]=[CH:36][CH:35]=1.Cl>C(N(CC)CC)C>[C:33]([N:8]1[CH2:7][C@H:6]([NH:5][C:3](=[O:4])[CH:2]([CH3:1])[C:19]([NH:21][CH2:22][C:23]([F:29])([F:28])[C:24]([F:26])([F:25])[F:27])=[O:20])[C:12](=[O:13])[N:11]([CH3:14])[C:10]2[CH:15]=[CH:16][CH:17]=[CH:18][C:9]1=2)(=[O:40])[C:34]1[CH:39]=[CH:38][CH:37]=[CH:36][CH:35]=1. Reported procedure: To a solution of 0.2 g (0.47 mmol) of 2-methyl-N-((3S)-1-methyl-2-oxo-2,3,4,5-tetrahydro-1H-benzo[b][1,4]diazepin-3-yl)-N′-(2,2,3,3,3-pentafluoro-propyl)-malonamide in 3 ml of dichloromethane 0.096 g (0.95 mmol) of triethylamine and 0.08 mg (0.57 mmol) of benzoylchloride were added. The mixture was stirred for 20 min at room temperature. Hydrochloric acid (10 ml of a 1 N solution) was added and the mixture was extracted two times with dichloromethane. The combined organic layers were extracted w... Starting materials: [N+](=O)([O-])C1=CC=C(N)C=C1 (4-nitroaniline), [N+](=O)([O-])C1=CC=C(N)C=C1 (4-nitroaniline), [N+](=O)([O-])C1=CC=[N+](C=C1)[O-] (4-nitropyridine-N-oxide). Solvent: CC(=O)C (acetone). Run at time 5 day. The product is [N+](=O)([O-])C1=CC=[N+](C=C1)[O-].[N+](=O)([O-])C1=CC=C(N)C=C1 (4-Nitropyridine-N-oxide 4-Nitroaniline). RXN SMILES: [N+:1]([C:4]1[CH:10]=[CH:9][C:7]([NH2:8])=[CH:6][CH:5]=1)([O-:3])=[O:2].[N+:11]([C:14]1[CH:19]=[CH:18][N+:17]([O-:20])=[CH:16][CH:15]=1)([O-:13])=[O:12]>CC(C)=O>[N+:11]([C:14]1[CH:19]=[CH:18][N+:17]([O-:20])=[CH:16][CH:15]=1)([O-:13])=[O:12].[N+:1]([C:4]1[CH:10]=[CH:9][C:7]([NH2:8])=[CH:6][CH:5]=1)([O-:3])=[O:2] |f:3.4|. Procedure: A saturated solution of 4-nitroaniline was made by heating 50 ml of acetone to boiling in a beaker on a hot plate and adding 4-nitroaniline with stirring until no more of the added solid dissolved. A saturated solution of 4-nitropyridine-N-oxide was made using the same method. About 25 ml of each saturated solution was filtered and subsequently mixed together. A solution of soapy water was made to use as a surfactant layer. A thin (1-2 mm) layer of 50%/50% v:v of soap and water solution was pipe... RXN SMILES: [C:21](#[N:22])[c:23]1[cH:24][cH:25][c:26]([C:27](=[O:28])[Cl:29])[cH:30][cH:31]1.[CH2:35]1[O:36][CH2:37][CH2:38][CH2:39]1.[CH3:40][OH:41].[Cl:1][c:2]1[c:3](-[c:9]2[n:10][cH:11][cH:12][cH:13][cH:14]2)[cH:4][c:5]([NH2:6])[cH:7][cH:8]1.[Cl:32][CH2:33][Cl:34].[cH:15]1[cH:16][cH:17][n:18][cH:19][cH:20]1>>[Cl:1][c:2]1[c:3](-[c:9]2[n:10][cH:11][cH:12][cH:13][cH:14]2)[cH:4][c:5]([NH:6][C:27]([c:26]2[cH:25][cH:24][c:23]([C:21]#[N:22])[cH:31][cH:30]2)=[O:28])[cH:7][cH:8]1. Starting materials: N#Cc1ccc(C(=O)Cl)cc1, C1CCOC1, CO, Nc1ccc(Cl)c(-c2ccccn2)c1, ClCCl, c1ccncc1. Yields the product N#Cc1ccc(C(=O)Nc2ccc(Cl)c(-c3ccccn3)c2)cc1. Starting materials: C(C1=CC=CC=C1)(C1=CC=CC=C1)(C1=CC=CC=C1)N1C=NC(=C1)COC=1C=C(C=CC1)NS(=O)(=O)C (N-[3-(1-trityl-1H-imidazol-4-ylmethoxy)-phenyl]methanesulfonamide), Cl (HCl). Run in C(C)#N (acetonitrile). Reaction conditions: time 8 hour. Product: N1C=NC(=C1)COC=1C=C(C=CC1)NS(=O)(=O)C (N-(3-(1H-imidazol-4-ylmethoxy)-phenyl]methanesulfonamide). As a reaction SMILES: C([N:20]1[CH:24]=[C:23]([CH2:25][O:26][C:27]2[CH:28]=[C:29]([NH:33][S:34]([CH3:37])(=[O:36])=[O:35])[CH:30]=[CH:31][CH:32]=2)[N:22]=[CH:21]1)(C1C=CC=CC=1)(C1C=CC=CC=1)C1C=CC=CC=1.Cl>C(#N)C>[NH:20]1[CH:24]=[C:23]([CH2:25][O:26][C:27]2[CH:28]=[C:29]([NH:33][S:34]([CH3:37])(=[O:36])=[O:35])[CH:30]=[CH:31][CH:32]=2)[N:22]=[CH:21]1. Reported procedure: A mixture of N-[3-(1-trityl-1H-imidazol-4-ylmethoxy)-phenyl]methanesulfonamide (0.63 g, from above) and 1N HCl (10 mL) in acetonitrile (10 mL) was stirred at room temperature overnight. The solvent was removed and the residue was brought to basic pH with saturated potassium carbonate solution. The mixture was extracted with dichloromethane, washed with brine and dried over sodium sulfate. After evaporation of the solvent, the residue was chromatographed on silica gel eluting with methanol (conta... The product is CC1=CC=C2CCC(C2=C1C)N (6,7-Dimethyl-indan-1-ylamine). As a reaction SMILES: [CH3:1][C:2]1[C:10]([CH3:11])=[C:9]2[C:5]([CH2:6][CH2:7][C:8]2=O)=[CH:4][CH:3]=1.[BH3-]C#[N:15].[Na+]>C(O)(C)C>[CH3:1][C:2]1[C:10]([CH3:11])=[C:9]2[C:5]([CH2:6][CH2:7][CH:8]2[NH2:15])=[CH:4][CH:3]=1 |f:1.2|. Run in C(C)(C)O (isopropanol). The reactants are CC1=CC=C2CCC(C2=C1C)=O (6,7-Dimethyl-1-indanone), [BH3-]C#N.[Na+] (NaBH3CN), NH4OAc. Procedure: 6,7-Dimethyl-1-indanone (2.50 g, 15.60 mmol), NaBH3CN (6.90 g, 0.11 mol) and NH4OAc (36.00 g, 0.47 mol) in isopropanol were reacted according to the protocols as outlined in general procedure E to afford the title indanamine. Spectroscopic data: 1H NMR (300 MHz, CDCl3) δ 1.6 (br s, 2H), 1.83-1.96 (m, 1H), 2.01-2.11 (m, 1H), 2.26 (s, 3H), 2.31 (s, 3H), 2.72-2.87 (m, 1H), 3.05-3.18 (m, 1H), 4.42-4.50 (m, 1H), 6.95-7.09 (m, 2H). Reactants: [Li]CCCC, C1CCCCC1, C1COCCN1, CCCCCCCCCC(C)=O, CCCCCC, [Li]C(C)CC, Cl, C1CCOC1, O=Cc1ccoc1. Yields the product CCCCCCCCCC(C)(O)c1cc(C=O)co1. As a reaction SMILES: [CH2:1]([Li:2])[CH2:3][CH2:4][CH3:5].[CH2:48]1[CH2:49][CH2:50][CH2:51][CH2:52][CH2:53]1.[CH2:6]1[NH:7][CH2:8][CH2:9][O:10][CH2:11]1.[CH3:24][C:25]([CH2:26][CH2:27][CH2:28][CH2:29][CH2:30][CH2:31][CH2:32][CH2:33][CH3:34])=[O:35].[CH3:37][CH2:38][CH2:39][CH2:40][CH2:41][CH3:42].[CH:19]([Li:20])([CH2:21][CH3:22])[CH3:23].[ClH:36].[O:43]1[CH2:44][CH2:45][CH2:46][CH2:47]1.[o:12]1[cH:13][c:14]([CH:17]=[O:18])[cH:15][cH:16]1>>[o:12]1[cH:13][c:14]([CH:17]=[O:18])[cH:15][c:16]1[C:25]([CH3:24])([CH2:26][CH2:27][CH2:28][CH2:29][CH2:30][CH2:31][CH2:32][CH2:33][CH3:34])[OH:35]. Reactants: Brc1ccc(Br)cc1, [Li]CCCC, CCCCCC, COc1cccc(C=O)c1, C1CCOC1. The product is COc1cccc(C(O)c2ccc(Br)cc2)c1. RXN SMILES: [Br:1][c:2]1[cH:3][cH:4][c:5]([Br:8])[cH:6][cH:7]1.[CH2:9]([Li:10])[CH2:11][CH2:12][CH3:13].[CH3:14][CH2:15][CH2:16][CH2:17][CH2:18][CH3:19].[CH:20]([c:21]1[cH:22][c:23]([O:27][CH3:28])[cH:24][cH:25][cH:26]1)=[O:29].[O:30]1[CH2:31][CH2:32][CH2:33][CH2:34]1>>[c:2]1([CH:20]([c:21]2[cH:22][c:23]([O:27][CH3:28])[cH:24][cH:25][cH:26]2)[OH:29])[cH:3][cH:4][c:5]([Br:8])[cH:6][cH:7]1. Reactants: CC(C)=O, [H][H], NCCCC1c2ccccc2C=Cc2ccccc21, O=[Pt]. Yields the product CC(C)NCCCC1c2ccccc2C=Cc2ccccc21. As a reaction SMILES: [CH3:22][C:23]([CH3:24])=[O:25].[H:1][H:2].[NH2:3][CH2:4][CH2:5][CH2:6][CH:7]1[c:8]2[c:9]([cH:18][cH:19][cH:20][cH:21]2)[CH:10]=[CH:11][c:12]2[c:13]1[cH:14][cH:15][cH:16][cH:17]2.[Pt:26]=[O:27]>>[NH:3]([CH2:4][CH2:5][CH2:6][CH:7]1[c:8]2[c:9]([cH:18][cH:19][cH:20][cH:21]2)[CH:10]=[CH:11][c:12]2[c:13]1[cH:14][cH:15][cH:16][cH:17]2)[CH:23]([CH3:22])[CH3:24]. Reactants: O=C(O)c1ccccc1Cc1ccccc1, NC1CCc2ccccc21. The reagents and catalysts are CN(C)C(=[N+](C)C)ON1C2=C(C=CC=N2)N=N1.F[P-](F)(F)(F)(F)F (HATU), CCN(C(C)C)C(C)C (DIPEA), C1=CC2=C(N=C1)N(N=N2)O (HOAt). The solvent is CN(C)C=O (DMF), CN(C)C=O (DMF), CN(C)C=O (DMF), CN(C)C=O (DMF), CN(C)C=O (DMF), CN(C)C=O (DMF). Run at temperature 25 celsius, time 2 hour. Yields the product O=C(NC1CCc2ccccc21)c1ccccc1Cc1ccccc1. The yield is 39.4%. As a reaction SMILES: NC1CCc2ccccc21.O=C(O)c1ccccc1Cc1ccccc1.CN(C)C(=[N+](C)C)ON1C2=C(C=CC=N2)N=N1.F[P-](F)(F)(F)(F)F.C1=CC2=C(N=C1)N(N=N2)O.CCN(C(C)C)C(C)C.CN(C)C=O>>O=C(NC1CCc2ccccc21)c1ccccc1Cc1ccccc1.